From a dataset of the Open Reaction Database (ORD), a public repository of structured organic reaction records. describe an organic reaction: reactants, conditions, products, and yield Reactants: C(C)(C)(C)OC(COC1=C(C(=CC=C1)COC(N(C1=CC=CC=C1)C1=CC=CC=C1)=O)C)=O ({3-[(Diphenylcarbamoyloxy)methyl]-2-methylphenoxy}acetic acid tert-butyl ester), [OH-].[Li+] (lithium hydroxide). Solvent: O (water), CO (methanol), O1CCCC1 (tetrahydrofuran). Run at time 16 hour. The product is C1(=CC=CC=C1)N(C(=O)OCC=1C(=C(OCC(=O)O)C=CC1)C)C1=CC=CC=C1 ({3-[(diphenylcarbamoyloxy)methyl]-2-methylphenoxy}acetic acid). RXN SMILES: C([O:5][C:6](=[O:33])[CH2:7][O:8][C:9]1[CH:14]=[CH:13][CH:12]=[C:11]([CH2:15][O:16][C:17](=[O:31])[N:18]([C:25]2[CH:30]=[CH:29][CH:28]=[CH:27][CH:26]=2)[C:19]2[CH:24]=[CH:23][CH:22]=[CH:21][CH:20]=2)[C:10]=1[CH3:32])(C)(C)C.[OH-].[Li+]>O.CO.O1CCCC1>[C:25]1([N:18]([C:19]2[CH:20]=[CH:21][CH:22]=[CH:23][CH:24]=2)[C:17]([O:16][CH2:15][C:11]2[C:10]([CH3:32])=[C:9]([CH:14]=[CH:13][CH:12]=2)[O:8][CH2:7][C:6]([OH:33])=[O:5])=[O:31])[CH:26]=[CH:27][CH:28]=[CH:29][CH:30]=1 |f:1.2|. Reported procedure: {3-[(Diphenylcarbamoyloxy)methyl]-2-methylphenoxy}acetic acid tert-butyl ester (104.1 g, 233 mmol) and lithium hydroxide (10.3 g, 245 mmol) were dissolved in a mixture of water (100 mL), methanol (300 mL), and tetrahydrofuran (300 mL). The mixture became solid, but reliquefied upon heating at reflux temperature. The clear solution was stirred at room temperature for about 16 hours, and evaporated in vacuo. The residue was poured into dilute hydrochloric acid and extracted with dichloromethane. E... Starting materials: Cc1ccccc1, O=C(Cl)CCCCl, Fc1ccc(Nc2ccc(F)cc2)cc1. Product: O=C(CCCCl)N(c1ccc(F)cc1)c1ccc(F)cc1. Reaction SMILES: [CH3:23][c:24]1[cH:25][cH:26][cH:27][cH:28][cH:29]1.[Cl:16][CH2:17][CH2:18][CH2:19][C:20](=[O:21])[Cl:22].[F:1][c:2]1[cH:3][cH:4][c:5]([NH:8][c:9]2[cH:10][cH:11][c:12]([F:15])[cH:13][cH:14]2)[cH:6][cH:7]1>>[F:1][c:2]1[cH:3][cH:4][c:5]([N:8]([c:9]2[cH:10][cH:11][c:12]([F:15])[cH:13][cH:14]2)[C:20]([CH2:19][CH2:18][CH2:17][Cl:16])=[O:21])[cH:6][cH:7]1. The reactants are C(C)C(CC)OC1=C(C(=NC(=C1)C)OC1=C(C=C(C=C1C)O)C)C (4-[4-(1-ethyl-propoxy)-3,6-dimethyl-pyridin-2-yloxy]-3,5-dimethyl-phenol), C1(=CC=CC=C1)P(C1=CC=CC=C1)C1=CC=CC=C1 (triphenylphosphine), C(C)(C)O (isopropanol), N(=NC(=O)OCC)C(=O)OCC (diethyl azodicarboxylate), N(=NC(=O)OCC)C(=O)OCC (diethyl azodicarboxylate). The solvent is C1CCOC1 (THF). Conditions: time 5 minute. Yields the product C(C)C(CC)OC1=C(C(=NC(=C1)C)OC1=C(C=C(C=C1C)OC(C)C)C)C (4-(1-Ethyl-propoxy)-2-(4-isopropoxy-2,6-dimethyl-phenoxy)-3,6-dimethyl-pyridine). Yield: 58.1%. Reaction SMILES: [CH2:1]([CH:3]([O:6][C:7]1[CH:12]=[C:11]([CH3:13])[N:10]=[C:9]([O:14][C:15]2[C:20]([CH3:21])=[CH:19][C:18]([OH:22])=[CH:17][C:16]=2[CH3:23])[C:8]=1[CH3:24])[CH2:4][CH3:5])[CH3:2].[C:25]1(P(C2C=CC=CC=2)C2C=CC=CC=2)[CH:30]=CC=C[CH:26]=1.C(O)(C)C.N(C(OCC)=O)=NC(OCC)=O>C1COCC1>[CH2:1]([CH:3]([O:6][C:7]1[CH:12]=[C:11]([CH3:13])[N:10]=[C:9]([O:14][C:15]2[C:20]([CH3:21])=[CH:19][C:18]([O:22][CH:25]([CH3:30])[CH3:26])=[CH:17][C:16]=2[CH3:23])[C:8]=1[CH3:24])[CH2:4][CH3:5])[CH3:2]. Procedure details: To a solution of 4-[4-(1-ethyl-propoxy)-3,6-dimethyl-pyridin-2-yloxy]-3,5-dimethyl-phenol (58 mg, 0.176 mmol) in 3 ml of dry THF was added triphenylphosphine (70 mg, 0.264 mmol) and isopropanol (60 mg, 0.22 mmol). The resulting mixture was stirred at room temperature for 5 min, diethyl azodicarboxylate (46 mg, 0.264 mmol) was added. The mixture was stirred at room temperature overnight. An additional 20 mg of diethyl azodicarboxylate was added and the mixture was stirred for an additional 4 hour...